Task: describe an organic reaction: reactants, conditions, products, and yield. Dataset: the Open Reaction Database (ORD), a public repository of structured organic reaction records The reactants are CC(=O)O, O=c1cc2c(nn1-c1ccc(Cl)cc1)-c1cccc(Cl)c1SCC2, O, OO. Product: O=c1cc2c(nn1-c1ccc(Cl)cc1)-c1cccc(Cl)c1S(=O)CC2. Reaction SMILES: [CH3:28][C:29](=[O:30])[OH:31].[Cl:1][c:2]1[cH:3][cH:4][cH:5][c:6]2[c:7]1[S:8][CH2:9][CH2:10][c:11]1[c:12]-2[n:13][n:14](-[c:18]2[cH:19][cH:20][c:21]([Cl:24])[cH:22][cH:23]2)[c:15](=[O:17])[cH:16]1.[OH2:27].[OH:25][OH:26]>>[Cl:1][c:2]1[cH:3][cH:4][cH:5][c:6]2[c:7]1[S:8](=[O:25])[CH2:9][CH2:10][c:11]1[c:12]-2[n:13][n:14](-[c:18]2[cH:19][cH:20][c:21]([Cl:24])[cH:22][cH:23]2)[c:15](=[O:17])[cH:16]1. Starting materials: CC(C)(C)OC(=O)N1CCC(=O)CC1, C1CCNC1, CCO, Fc1cccc2cc[nH]c12. Yields the product CC(C)(C)OC(=O)N1CC=C(c2c[nH]c3c(F)cccc23)CC1. As a reaction SMILES: [C:11]([CH3:12])([CH3:13])([CH3:14])[O:15][C:16](=[O:17])[N:18]1[CH2:19][CH2:20][C:21](=[O:24])[CH2:22][CH2:23]1.[CH2:25]1[CH2:26][NH:27][CH2:28][CH2:29]1.[CH3:30][CH2:31][OH:32].[F:1][c:2]1[cH:3][cH:4][cH:5][c:6]2[cH:7][cH:8][nH:9][c:10]12>>[F:1][c:2]1[cH:3][cH:4][cH:5][c:6]2[c:7]([C:21]3=[CH:20][CH2:19][N:18]([C:16]([O:15][C:11]([CH3:12])([CH3:13])[CH3:14])=[O:17])[CH2:23][CH2:22]3)[cH:8][nH:9][c:10]12.